Dataset: the Open Reaction Database (ORD), a public repository of structured organic reaction records. Task: describe an organic reaction: reactants, conditions, products, and yield Starting materials: C(C)(C)OB1OC(C(O1)(C)C)(C)C (2-isopropoxy-4,4,5,5-tetramethyl-1,3,2-dioxaborolane), CC1(C2=CC=CC=C2C=2C=CC(=CC12)C1=CC=CC2=C1SC1=C2C=CC=C1)C (4-(9,9-dimethyl-9H-fluoren-2-yl)dibenzo[b,d]thiophene), C(C)(CC)[Li] (sec-butyllithium). The solvent is C1CCOC1 (THF), C1CCCCC1 (cyclohexane). Conditions: temperature -78 celsius, time 2 hour. The product is CC1(C2=CC=CC=C2C=2C=CC(=CC12)C1=CC=CC=2C3=C(SC21)C(=CC=C3)B3OC(C(O3)(C)C)(C)C)C (2-(6-(9,9-dimethyl-9H-fluoren-2-yl)dibenzo[b,d]thiophen-4-yl)-4,4,5,5-tetramethyl-1,3,2-dioxaborolane). Isolated yield 65.4%. Reaction SMILES: [CH3:1][C:2]1([CH3:28])[C:14]2[CH:13]=[C:12]([C:15]3[C:20]4[S:21][C:22]5[CH:27]=[CH:26][CH:25]=[CH:24][C:23]=5[C:19]=4[CH:18]=[CH:17][CH:16]=3)[CH:11]=[CH:10][C:9]=2[C:8]2[C:3]1=[CH:4][CH:5]=[CH:6][CH:7]=2.C([Li])(CC)C.C(O[B:38]1[O:42][C:41]([CH3:44])([CH3:43])[C:40]([CH3:46])([CH3:45])[O:39]1)(C)C>C1COCC1.C1CCCCC1>[CH3:1][C:2]1([CH3:28])[C:14]2[CH:13]=[C:12]([C:15]3[C:20]4[S:21][C:22]5[C:27]([B:38]6[O:42][C:41]([CH3:44])([CH3:43])[C:40]([CH3:46])([CH3:45])[O:39]6)=[CH:26][CH:25]=[CH:24][C:23]=5[C:19]=4[CH:18]=[CH:17][CH:16]=3)[CH:11]=[CH:10][C:9]=2[C:8]2[C:3]1=[CH:4][CH:5]=[CH:6][CH:7]=2. Procedure: Into a solution of 4-(9,9-dimethyl-9H-fluoren-2-yl)dibenzo[b,d]thiophene (10.637 g, 28.3 mmol) in THF (200 ml), a solution of sec-butyllithium 1.4 M (27.2 ml, 38.1 mmol) in cyclohexane at −78° C. was added slowly. The resulting mixture was stirred at −78° C. for 2 hours before quenching with 2-isopropoxy-4,4,5,5-tetramethyl-1,3,2-dioxaborolane (8.65 ml, 42.4 mmol) added at one portion. The mixture was gradually warmed to room temperature, stirred overnight, and then quenched with methanol. The s... Reactants: N(=[N+]=[N-])[C@@H](CN1CCC2(CCN(C2=O)C=2COC(C2C)=O)CC1)C=1C(=C2COC(C2=CC1)=O)C ((R)-8-(2-azido-2-(4-methyl-1-oxo-1,3-dihydroisobenzofuran-5-yl)ethyl)-2-(4-methyl-5-oxo-2,5-dihydrofuran-3-yl)-2,8-diazaspiro[4.5]decan-1-one), O1CCCC1 (tetrahydrofuran), C1(=CC=CC=C1)P(C1=CC=CC=C1)C1=CC=CC=C1 (triphenylphosphine). Solvent: O (water). Reaction conditions: time 18 hour. Yields the product N[C@@H](CN1CCC2(CCN(C2=O)C=2COC(C2C)=O)CC1)C=1C(=C2COC(C2=CC1)=O)C ((R)-8-(2-amino-2-(4-methyl-1-oxo-1,3-dihydroisobenzofuran-5-yl)ethyl)-2-(4-methyl-5-oxo-2,5-dihydrofuran-3-yl)-2,8-diazaspiro[4,5]decan-1-one). As a reaction SMILES: [N:1]([C@H:4]([C:24]1[C:25]([CH3:34])=[C:26]2[C:30](=[CH:31][CH:32]=1)[C:29](=[O:33])[O:28][CH2:27]2)[CH2:5][N:6]1[CH2:23][CH2:22][C:9]2([C:13](=[O:14])[N:12]([C:15]3[CH2:16][O:17][C:18](=[O:21])[C:19]=3[CH3:20])[CH2:11][CH2:10]2)[CH2:8][CH2:7]1)=[N+]=[N-].O1CCCC1.C1(P(C2C=CC=CC=2)C2C=CC=CC=2)C=CC=CC=1>O>[NH2:1][C@H:4]([C:24]1[C:25]([CH3:34])=[C:26]2[C:30](=[CH:31][CH:32]=1)[C:29](=[O:33])[O:28][CH2:27]2)[CH2:5][N:6]1[CH2:7][CH2:8][C:9]2([C:13](=[O:14])[N:12]([C:15]3[CH2:16][O:17][C:18](=[O:21])[C:19]=3[CH3:20])[CH2:11][CH2:10]2)[CH2:22][CH2:23]1. Procedure details: To a solution of (R)-8-(2-azido-2-(4-methyl-1-oxo-1,3-dihydroisobenzofuran-5-yl)ethyl)-2-(4-methyl-5-oxo-2,5-dihydrofuran-3-yl)-2,8-diazaspiro[4.5]decan-1-one (250 mg, 0.54 mmol) in a mixed solvent of tetrahydrofuran and water (v:v, 12:1, 20 mL) was added triphenylphosphine (283 mg, 1.08 mmol) under nitrogen atmosphere. The reaction mixture was stirred at room temperature for 18 h. The solvent was removed by evaporation and the residue was purified by preparative TLC (dichloromethane: methanol=1... The reactants are COc1ccc(C=C2c3cc(OC(C)=O)c(OC)cc3CCN2C(C)=O)cc1OC(C)=O, ClCCl, CCO. Product: COc1ccc(CC2c3cc(OC(C)=O)c(OC)cc3CCN2C(C)=O)cc1OC(C)=O. RXN SMILES: [C:1]([CH3:2])(=[O:3])[N:4]1[C:5](=[CH:20][c:21]2[cH:22][c:23]([O:29][C:30]([CH3:31])=[O:32])[c:24]([O:27][CH3:28])[cH:25][cH:26]2)[c:6]2[cH:7][c:8]([O:16][C:17]([CH3:18])=[O:19])[c:9]([O:14][CH3:15])[cH:10][c:11]2[CH2:12][CH2:13]1.[CH2:36]([Cl:37])[Cl:38].[CH3:33][CH2:34][OH:35]>>[C:1]([CH3:2])(=[O:3])[N:4]1[CH:5]([CH2:20][c:21]2[cH:22][c:23]([O:29][C:30]([CH3:31])=[O:32])[c:24]([O:27][CH3:28])[cH:25][cH:26]2)[c:6]2[cH:7][c:8]([O:16][C:17]([CH3:18])=[O:19])[c:9]([O:14][CH3:15])[cH:10][c:11]2[CH2:12][CH2:13]1. Reactants: CI, CN(C)C=O, Cn1cccc1C(=O)O, [H-], [Na+], O. The product is COC(=O)c1cccn1C. RXN SMILES: [CH3:12][I:13].[CH3:15][N:16]([CH3:17])[CH:18]=[O:19].[CH3:1][n:2]1[c:3]([C:7](=[O:8])[OH:9])[cH:4][cH:5][cH:6]1.[H-:10].[Na+:11].[OH2:14]>>[CH3:1][n:2]1[c:3]([C:7]([O:8][CH3:12])=[O:9])[cH:4][cH:5][cH:6]1. Starting materials: CN(C)C=O (DMF), FC1=C(C=C(C=O)C=C1)C(F)(F)F (4-fluoro-3-trifluoromethylbenzaldehyde), C([O-])([O-])=O.[K+].[K+] (potassium carbonate), N1C=NC=C1 (imidazole). Run in C(C)(=O)OCC (ethyl acetate), O (Water). Conditions: temperature 80 celsius, time 6 hour. Product: N1(C=NC=C1)C1=C(C=C(C=O)C=C1)C(F)(F)F (4-(1H-imidazol-1-yl)-3-trifluoromethylbenzaldehyde). The yield is 2.9%. Reaction SMILES: CN(C=O)C.F[C:7]1[CH:14]=[CH:13][C:10]([CH:11]=[O:12])=[CH:9][C:8]=1[C:15]([F:18])([F:17])[F:16].C(=O)([O-])[O-].[K+].[K+].[NH:25]1[CH:29]=[CH:28][N:27]=[CH:26]1>C(OCC)(=O)C.O>[N:25]1([C:7]2[CH:14]=[CH:13][C:10]([CH:11]=[O:12])=[CH:9][C:8]=2[C:15]([F:18])([F:17])[F:16])[CH:29]=[CH:28][N:27]=[CH:26]1 |f:2.3.4|. Reported procedure: To a DMF (2.0 mL) solution of 4-fluoro-3-trifluoromethylbenzaldehyde (400 mg), potassium carbonate (414 mg) and imidazole (136 mg) were added one by one, and the reaction solution was agitated at 80° C. for 6 hours. Water and ethyl acetate were added to the reaction solution, and the organic layer was partitioned. After the obtained organic layer was washed with a saturated saline solution, it was dried over anhydrous magnesium sulfate and concentrated under reduced pressure. The residue was pur... Reactants: N[C@@H](CC1=CC=CC=C1)C(=O)O (L-phenylalanine), C(=O)([O-])[O-].[Na+].[Na+] (Na2CO3), ester. Solvent: O (water), C(Cl)(Cl)Cl (chloroform). The product is C1(=CC=CC=C1)CCCC(=O)N[C@@H](CC1=CC=CC=C1)C(=O)O (N-(4-phenylbutyroyl)-L-phenylalanine). Yield: 72.0%. Reaction SMILES: [NH2:1][C@H:2]([C:10]([OH:12])=[O:11])[CH2:3][C:4]1[CH:9]=[CH:8][CH:7]=[CH:6][CH:5]=1.[C:13]([O-:16])([O-])=O.[Na+].[Na+]>C(Cl)(Cl)Cl.O>[C:4]1([CH2:3][CH2:2][CH2:10][C:13]([NH:1][C@H:2]([C:10]([OH:12])=[O:11])[CH2:3][C:4]2[CH:9]=[CH:8][CH:7]=[CH:6][CH:5]=2)=[O:16])[CH:9]=[CH:8][CH:7]=[CH:6][CH:5]=1 |f:1.2.3|. Procedure: The above mentioned ester (13 g) was dissolved in chloroform (200 ml). This solution was added dropwise to the solution obtained by dissolving L-phenylalanine (16.5 g) and Na2CO3 (15.9 g) in water (150 ml) while stirring at room temperature. After that, the mixture was stirred for 7 hours and the insoluble matter thus produced was removed by filtration. The filtrate was acidified to pH 1.0 with 6N HCl. The precipitated crystals were filtered, washed with water, and recrystallized from 90% aqueou... The product is COC1=CC=C2C(=CC=NC2=C1)OCC1=NN=C2N1N=C(C=C2)C2=CC=C(S2)C(=O)N2CCOCC2 ((5-(3-((7-methoxyquinolin-4-yloxy)methyl)-[1,2,4]triazolo[4,3-b]pyridazin-6-yl)thiophen-2-yl)(morpholino)methanone). Solvent: ClCCl (dichloromethane). Reported procedure: To a solution of 5-(3-((7-methoxyquinolin-4-yloxy)methyl)-[1,2,4]triazolo[4,3-b]pyridazin-6-yl)thiophene-2-carbonyl chloride (0.260 g, 0.58 mmol) in dichloromethane (5 mL) was added N-ethyl-N-isopropylpropan-2-amine (0.15 ml, 0.86 mmol) and morpholine (0.15 ml, 1.7 mmol). The solution was stirred at room temperature for two hours then was concentrated in vacuo. The brown residue was purified via MPLC chromatography (eluted with 0-5% methanol in dichloromethane) to yield the product as a tan soli... RXN SMILES: [CH3:1][O:2][C:3]1[CH:12]=[C:11]2[C:6]([C:7]([O:13][CH2:14][C:15]3[N:19]4[N:20]=[C:21]([C:24]5[S:28][C:27]([C:29](Cl)=[O:30])=[CH:26][CH:25]=5)[CH:22]=[CH:23][C:18]4=[N:17][N:16]=3)=[CH:8][CH:9]=[N:10]2)=[CH:5][CH:4]=1.C(N(C(C)C)C(C)C)C.[NH:41]1[CH2:46][CH2:45][O:44][CH2:43][CH2:42]1>ClCCl>[CH3:1][O:2][C:3]1[CH:12]=[C:11]2[C:6]([C:7]([O:13][CH2:14][C:15]3[N:19]4[N:20]=[C:21]([C:24]5[S:28][C:27]([C:29]([N:41]6[CH2:46][CH2:45][O:44][CH2:43][CH2:42]6)=[O:30])=[CH:26][CH:25]=5)[CH:22]=[CH:23][C:18]4=[N:17][N:16]=3)=[CH:8][CH:9]=[N:10]2)=[CH:5][CH:4]=1. Reactants: COC1=CC=C2C(=CC=NC2=C1)OCC1=NN=C2N1N=C(C=C2)C2=CC=C(S2)C(=O)Cl (5-(3-((7-methoxyquinolin-4-yloxy)methyl)-[1,2,4]triazolo[4,3-b]pyridazin-6-yl)thiophene-2-carbonyl chloride), C(C)N(C(C)C)C(C)C (N-ethyl-N-isopropylpropan-2-amine), N1CCOCC1 (morpholine). Reaction conditions: time 2 hour. Starting materials: COCCNC1=C(C=NC2=CC=CC=C12)[N+](=O)[O-] (4-(2-Methoxyethylamino)-3-nitroquinoline), S(=O)(=O)([O-])[O-].[Mg+2] (magnesium sulfate). The reagents and catalysts are [Pt] (platinum on carbon). Run in C(C)(=O)OCC (ethyl acetate). Reaction conditions: temperature 150 celsius, time 2.5 hour. Yields the product COCCN1C(=NC=2C=NC=3C=CC=CC3C21)COC (1-(2-Methoxyethyl)-2-methoxymethyl-1H-imidazo[4,5-c]quinoline). Isolated yield 110.6%. As a reaction SMILES: [CH3:1][O:2][CH2:3][CH2:4][NH:5][C:6]1[C:15]2[C:10](=[CH:11][CH:12]=[CH:13][CH:14]=2)[N:9]=[CH:8][C:7]=1[N+:16]([O-])=O.S([O-])([O-])(=O)=O.[Mg+2]>[Pt].C(OCC)(=O)C>[CH3:1][O:2][CH2:3][CH2:4][N:5]1[C:6]2[C:15]3[CH:14]=[CH:13][CH:12]=[CH:11][C:10]=3[N:9]=[CH:8][C:7]=2[N:16]=[C:4]1[CH2:3][O:2][CH3:1] |f:1.2|. Reported procedure: 4-(2-Methoxyethylamino)-3-nitroquinoline (16.24 g; 0.066 mol) was added to a mixture of ethyl acetate (1500 mL), 5% platinum on carbon (1 g), and magnesium sulfate (6 g). The mixture was hydrogenated on a Parr apparatus at 30 psi initial pressure. When the hydrogenation was complete, the solids were filtered off and the ethyl acetate was evaporated. The resulting diamine intermediate was heated with methoxyacetic acid (70 mL) at 150° C. for 2-3 hours and then at 120° C. for 2-3 hours. The reacti... Starting materials: C1(CCCCN1)=O (delta-valerolactam), NC1=C(C=CC=C1)N1CCOCC1 (4-(2-aminophenyl)morpholine), CCCCCC (hexane), P(=O)(Cl)(Cl)Cl (phosphorus oxychloride). The solvent is C1=CC=CC=C1 (benzene), ice water, C1=CC=CC=C1 (benzene). Reaction conditions: temperature 65 celsius, time 3 hour. The product is N1C(CCCC1)=NC1=C(C=CC=C1)N1CCOCC1 (4-[ 2-(2-piperidinylideneamino)phenyl]morpholine). As a reaction SMILES: [C:1]1(=O)[NH:6][CH2:5][CH2:4][CH2:3][CH2:2]1.P(Cl)(Cl)(Cl)=O.[NH2:13][C:14]1[CH:19]=[CH:18][CH:17]=[CH:16][C:15]=1[N:20]1[CH2:25][CH2:24][O:23][CH2:22][CH2:21]1.CCCCCC>C1C=CC=CC=1>[NH:6]1[CH2:5][CH2:4][CH2:3][CH2:2][C:1]1=[N:13][C:14]1[CH:19]=[CH:18][CH:17]=[CH:16][C:15]=1[N:20]1[CH2:25][CH2:24][O:23][CH2:22][CH2:21]1. Procedure: A solution of delta-valerolactam (24 g) in dry benzene (100 ml) was cooled to 10° C. in ice-water and treated with freshly distilled phosphorus oxychloride (22.2 ml) under nitrogen over a period of 10-15 minutes. The initial white solid formed changed to a clear yellow oil over 3 hours. A solution of 4-(2-aminophenyl)morpholine (36 g) in dry benzene (150 ml) was added and the mixture heated at 65° C. with stirring for 32 hours. The benzene layer was decanted, the oil washed twice with benzene (2...